describe an organic reaction: reactants, conditions, products, and yield From a dataset of the Open Reaction Database (ORD), a public repository of structured organic reaction records. Reactants: BrC=1SC=CC1CCCCCCCC (2-bromo-3-octylthiophene), BrC1=C(C2=C(SC(=C2C)Br)S1)C (2,5-dibromo-3,4-dimethylthieno[2,3-b]thiophene), resultant solution. Reagents/catalysts: [Zn] (zinc). Run in C1CCOC1 (THF). Reaction conditions: time 16 hour. Product: C(CCCCCCC)C1=C(SC=C1)C1=C(C2=C(SC(=C2C)C=2SC=CC2CCCCCCCC)S1)C (2,5-Bis(3-octylthiophen-2-yl)-3,4-dimethylthieno[2,3-b]thiophene). The yield is 71.8%. Reaction SMILES: Br[C:2]1[S:3][CH:4]=[CH:5][C:6]=1[CH2:7][CH2:8][CH2:9][CH2:10][CH2:11][CH2:12][CH2:13][CH3:14].Br[C:16]1[S:25][C:19]2[S:20][C:21](Br)=[C:22]([CH3:23])[C:18]=2[C:17]=1[CH3:26]>C1COCC1.[Zn]>[CH2:7]([C:6]1[CH:5]=[CH:4][S:3][C:2]=1[C:16]1[S:25][C:19]2[S:20][C:21]([C:2]3[S:3][CH:4]=[CH:5][C:6]=3[CH2:7][CH2:8][CH2:9][CH2:10][CH2:11][CH2:12][CH2:13][CH3:14])=[C:22]([CH3:23])[C:18]=2[C:17]=1[CH3:26])[CH2:8][CH2:9][CH2:10][CH2:11][CH2:12][CH2:13][CH3:14]. Procedure details: To a solution of 2-bromo-3-octylthiophene (4.0 g, 14.5 mmol) in dry THF (20 ml) under nitrogen was added a solution of Rieke zinc (Aldrich, 1.1 g 20 ml of THF, 17 mmol) at −78° C. The solution was allowed to warm to RT and stirred for 16 h. Stirring was stopped and the solution allowed to settle for 2 h. The resultant solution was transferred by cannula into a flask containing 2,5-dibromo-3,4-dimethylthieno[2,3-b]thiophene (1.28 g, 3.9 mmol), degassed THF (50 ml) and [1,1′-bis(diphenylphosphino)... The reactants are Cl (hydrochloric acid), CC1([C@H]2[C@@H](OC([C@@H]12)=O)OCC1=CC(=CC=C1)OC1=CC=CC=C1)C ((1R,4R, 5S) 6,6-dimethyl-4-[(3-phenoxyphenyl)-methoxy]-3-oxabicyclo-(3,1,0)-hexan-2-one). Solvent: CC(=O)C (acetone). Conditions: temperature 20 celsius, time 4 hour. Product: CC1([C@H]2[C@@H](OC([C@@H]12)=O)O)C ((1R,4R,5S)(-)6,6-dimethyl-4-hydroxy-3-oxabicyclo(3,1,0)hexan-2-one). The yield is 102.0%. RXN SMILES: Cl.[CH3:2][C:3]1([CH3:25])[C@H:8]2[C@@H:4]1[C@H:5]([O:10]CC1C=CC=C(OC3C=CC=CC=3)C=1)[O:6][C:7]2=[O:9]>CC(C)=O>[CH3:2][C:3]1([CH3:25])[C@H:4]2[C@@H:8]1[C@H:7]([OH:9])[O:6][C:5]2=[O:10]. Procedure details: 8 ml of 0.5N aqueous hydrochloric acid were slowly added to a solution of 0.805 g of the product of Example 9 melting at 82° C. in 8 ml of acetone and the mixture was stirred at 20° C. for 4 hours. The aqueous phase was extracted with petroleum ether and the aqueous phase was evaporated to dryness under reduced pressure to obtain 0.360 g of (1R,4R,5S)(-)6,6-dimethyl-4-hydroxy-3-oxabicyclo(3,1,0)hexan-2-one melting at 116° C. and having a specific rotation of [α]D20 =-114°±1.5° (c=1% in dimethylf... Starting materials: BrC(CC(=O)OCC)C(C)=O (ethyl 3-bromo-4-oxopentanoate), ClCCCOC1=CC=C(C=C1)C(N)=S (4-(3-chloropropoxy)benzenecarbothioamide), C(C)(=O)OCC (ethyl acetate). Run in CN(C=O)C (dimethylformamide). Run at temperature 100 celsius, time 2 hour. Yields the product ClCCCOC1=CC=C(C=C1)C=1SC(=C(N1)C)CC(=O)OCC (ethyl {2-[4-(3-chloropropoxy)phenyl]-4-methyl-1,3-thiazol-5-yl}acetate). The yield is 40.0%. RXN SMILES: Br[CH:2]([C:9](=O)[CH3:10])[CH2:3][C:4]([O:6][CH2:7][CH3:8])=[O:5].[Cl:12][CH2:13][CH2:14][CH2:15][O:16][C:17]1[CH:22]=[CH:21][C:20]([C:23](=[S:25])[NH2:24])=[CH:19][CH:18]=1.C(OCC)(=O)C>CN(C)C=O>[Cl:12][CH2:13][CH2:14][CH2:15][O:16][C:17]1[CH:22]=[CH:21][C:20]([C:23]2[S:25][C:2]([CH2:3][C:4]([O:6][CH2:7][CH3:8])=[O:5])=[C:9]([CH3:10])[N:24]=2)=[CH:19][CH:18]=1. Procedure: A mixture of ethyl 3-bromo-4-oxopentanoate (2 g, 8.98 mmol, 1 eq), and 4-(3-chloropropoxy)benzenecarbothioamide ax71 (2.06 g, 8.97 mmol, 1 eq) in dimethylformamide (4 ml) is stirred at 100° C. for 2 h. The reaction mixture is then added to ethyl acetate (200 ml) and the precipitate filtered off. The organic layer is washed with water (4×100 ml), brine, dried over magnesium sulfate and filtered. The solvent is removed under reduced pressure. Purification by chromatography over silicagel (eluent: ... The reactants are N(=O)[O-].[Na+] (sodium nitrite), Cl.NC1=CC=C(C=C1)CS(=O)(=O)NCC=C (4-Amino-N-(2-propenyl)benzenemethanesulphonamide, hydrochloride). The solvent is O (water), Cl (hydrochloric acid). Run at time 80 minute. The product is Cl.N(N)C1=CC=C(C=C1)CS(=O)(=O)NCC=C (4-Hydrazino-N-(2-propenyl)benzenemethanesulphonamide, hydrochloride), solid. Reaction SMILES: [N:1]([O-])=O.[Na+].[ClH:5].[NH2:6][C:7]1[CH:12]=[CH:11][C:10]([CH2:13][S:14]([NH:17][CH2:18][CH:19]=[CH2:20])(=[O:16])=[O:15])=[CH:9][CH:8]=1>O.Cl>[ClH:5].[NH:6]([C:7]1[CH:12]=[CH:11][C:10]([CH2:13][S:14]([NH:17][CH2:18][CH:19]=[CH2:20])(=[O:16])=[O:15])=[CH:9][CH:8]=1)[NH2:1] |f:0.1,2.3,6.7|. Reported procedure: A solution of sodium nitrite (1.06 g) in water (2.5 ml) was added dropwise to a stirred suspension of the product from stage (b) (3.5 g) in 5N hydrochloric acid (28 ml) between -8° and -3° under nitrogen and stirring was continued at ca -3° for 80 min. The mixture was filtered, and the clear yellow filtrate was added dropwise from an ice-cooled, jacketed dropping funnel to a stirred solution of stannous chloride dihydrate (17.5 g) in concentrated hydrochloric acid (17.5 ml) between -2° and +1° o... Starting materials: CS(=O)(=O)c1ccc(-c2ccc(OCC3CCNCC3)nc2)cc1, CC#N, CCc1cnc(Cl)nc1, Cl, Cl, [K+], [K+], O=C([O-])[O-]. Product: CCc1cnc(N2CCC(COc3ccc(-c4ccc(S(C)(=O)=O)cc4)cn3)CC2)nc1. As a reaction SMILES: [CH3:3][S:4](=[O:5])(=[O:6])[c:7]1[cH:8][cH:9][c:10](-[c:13]2[cH:14][cH:15][c:16]([O:19][CH2:20][CH:21]3[CH2:22][CH2:23][NH:24][CH2:25][CH2:26]3)[n:17][cH:18]2)[cH:11][cH:12]1.[CH3:42][C:43]#[N:44].[Cl:27][c:28]1[n:29][cH:30][c:31]([CH2:34][CH3:35])[cH:32][n:33]1.[ClH:1].[ClH:2].[K+:36].[K+:37].[O-:38][C:39]([O-:40])=[O:41]>>[CH3:3][S:4](=[O:5])(=[O:6])[c:7]1[cH:8][cH:9][c:10](-[c:13]2[cH:14][cH:15][c:16]([O:19][CH2:20][CH:21]3[CH2:22][CH2:23][N:24]([c:28]4[n:29][cH:30][c:31]([CH2:34][CH3:35])[cH:32][n:33]4)[CH2:25][CH2:26]3)[n:17][cH:18]2)[cH:11][cH:12]1. The reactants are C1(CC1)CN1N=NC2=C1C=CC(=C2C=C)C2=CC=C(CN1C(N(C(C1)=O)C)=O)C=C2 (1-{4-[1-(cyclopropylmethyl)-4-ethenyl-1H-benzotriazol-5-yl]benzyl}-3-methylimidazolidine-2,4-dione). The reagents and catalysts are [Pd] (palladium on carbon). The solvent is CCO (EtOH). Conditions: time 18 hour. Product: C1(CC1)CN1N=NC2=C1C=CC(=C2CC)C2=CC=C(CN1C(N(C(C1)=O)C)=O)C=C2 (1-{4-[1-(cyclopropylmethyl)-4-ethyl-1H-benzotriazol-5-yl]benzyl}-3-methylimidazolidine-2,4-dione). Reaction SMILES: [CH:1]1([CH2:4][N:5]2[C:9]3[CH:10]=[CH:11][C:12]([C:16]4[CH:30]=[CH:29][C:19]([CH2:20][N:21]5[CH2:25][C:24](=[O:26])[N:23]([CH3:27])[C:22]5=[O:28])=[CH:18][CH:17]=4)=[C:13]([CH:14]=[CH2:15])[C:8]=3[N:7]=[N:6]2)[CH2:3][CH2:2]1>CCO.[Pd]>[CH:1]1([CH2:4][N:5]2[C:9]3[CH:10]=[CH:11][C:12]([C:16]4[CH:30]=[CH:29][C:19]([CH2:20][N:21]5[CH2:25][C:24](=[O:26])[N:23]([CH3:27])[C:22]5=[O:28])=[CH:18][CH:17]=4)=[C:13]([CH2:14][CH3:15])[C:8]=3[N:7]=[N:6]2)[CH2:3][CH2:2]1. Reported procedure: To a solution of 1-{4-[1-(cyclopropylmethyl)-4-ethenyl-1H-benzotriazol-5-yl]benzyl}-3-methylimidazolidine-2,4-dione (68 mg, 0.17 mmol) in EtOH (1.7 mL) was added palladium on carbon (10 wt %, 9 mg). The mixture was sparged under an atmosphere of hydrogen (1 atm) and stirred for 18 hours. The mixture was filtered through Celite and washed with ethanol. The filtrate was concentrated in vacuo and purified via reverse phase HPLC (5-95% MeCN/water+0.1% TFA) to provide the title compound: 1H NMR (400 ... Starting materials: C(C(=C)C)(=O)OCC(C)C(=O)OCCCCCC1=NOC(O1)=O (5-[(2-methacryloyloxy-1-methylethyl)formyloxypentyl]-1,3,4-dioxazol-2-one), ClC(=O)OCCCCCC1=NOC(O1)=O (5-(chloroformyloxypentyl)-1,3,4-dioxazol-2-one), 2-hydroxypropyl and 1-methyl-2-hydroxyethylmethacrylate, N1=CC=CC=C1 (pyridine), OCCCOC(C(=C)C)=O (hydroxypropylmethacrylate). The solvent is O1CCOCC1 (1,4-dioxane), O1CCOCC1 (1,4-dioxane). Product: C(C(=C)C)(=O)OC(CC(=O)OCCCCCC1=NOC(O1)=O)C (5-[(2-methacryloyloxy-2-methylethyl)formyloxypentyl]-1,3,4-dioxazol-2-one). Isolated yield 97.2%. As a reaction SMILES: Cl[C:2](OCCCCCC1OC(=O)ON=1)=O.OCCCOC(=O)C(C)=C.N1C=CC=CC=1.[C:32]([O:37][CH2:38][CH:39]([C:41]([O:43][CH2:44][CH2:45][CH2:46][CH2:47][CH2:48][C:49]1[O:53][C:52](=[O:54])[O:51][N:50]=1)=[O:42])C)(=[O:36])[C:33]([CH3:35])=[CH2:34]>O1CCOCC1>[C:32]([O:37][CH:38]([CH3:2])[CH2:39][C:41]([O:43][CH2:44][CH2:45][CH2:46][CH2:47][CH2:48][C:49]1[O:53][C:52](=[O:54])[O:51][N:50]=1)=[O:42])(=[O:36])[C:33]([CH3:35])=[CH2:34]. Procedure details: In accordance with the procedure of Example 1, 35.34g (0.15 moles) 5-(chloroformyloxypentyl)-1,3,4-dioxazol-2-one is made to react with 21.63g (0.15 moles) hydroxypropylmethacrylate (a 1:1 mixture of 2-hydroxypropyl and 1-methyl-2-hydroxyethylmethacrylate) in 75 ml 1,4-dioxane by adding 11.86g (0.15 moles) pyridine in 65 ml 1,4-dioxane over a 1 hour period at 18-21° C. After work-up, 50.0g of a slightly reddish-brown liquid is obtained which is analyzed by IR and NMR spectroscopy to be a 1:1 mix...